The task is: describe an organic reaction: reactants, conditions, products, and yield. This data is from the Open Reaction Database (ORD), a public repository of structured organic reaction records. Reactants: FC1=CC=2C3=C(NC2C=C1)CN(C3)C(=O)OCC (7-fluoro-2-carbethoxy-1,2,3,4-tetrahydropyrrolo[3,4-b]indole), BrC1=CC=C(C=C1)F (p-bromofluorobenzene), C(CN)N (ethylene diamine), cuprous bromide, C([O-])([O-])=O.[Na+].[Na+] (sodium carbonate). The solvent is O (water). Product: FC1=CC=2C3=C(N(C2C=C1)C1=CC=C(C=C1)F)CN(C3)C(=O)OCC (7-fluoro-4-(p-fluorophenyl)-2-carbethoxy-1,2,3,4-tetrahydropyrrolo[3,4-b]indole). Reaction SMILES: [F:1][C:2]1[CH:10]=[CH:9][C:8]2[NH:7][C:6]3[CH2:11][N:12]([C:14]([O:16][CH2:17][CH3:18])=[O:15])[CH2:13][C:5]=3[C:4]=2[CH:3]=1.C(=O)([O-])[O-].[Na+].[Na+].Br[C:26]1[CH:31]=[CH:30][C:29]([F:32])=[CH:28][CH:27]=1.C(N)CN>O>[F:1][C:2]1[CH:10]=[CH:9][C:8]2[N:7]([C:26]3[CH:31]=[CH:30][C:29]([F:32])=[CH:28][CH:27]=3)[C:6]3[CH2:11][N:12]([C:14]([O:16][CH2:17][CH3:18])=[O:15])[CH2:13][C:5]=3[C:4]=2[CH:3]=1 |f:1.2.3|. Reported procedure: A mixture of 6.6 g. (0.028 mole) of 7-fluoro-2-carbethoxy-1,2,3,4-tetrahydropyrrolo[3,4-b]indole, 8.86 g. (0.031 mole) of cuprous bromide, 3.28 g. (0.031 mole) of sodium carbonate and 17.2 g. (0.098 mole) of p-bromofluorobenzene in 75 ml. of N-methyl-2-pyrrolidione is heated to reflux for 4 hrs. The reaction mixture is cooled and poured into ice and water containing 40 ml. of ethylene diamine. The mixture is extracted with benzene, and the benzene extracts subsequently back-washed with water and... The reactants are C1(=CC=CC=C1)CCCCCCCN1C(C2=CC=CC=C2C1=O)=O (2-(7-phenyl-heptyl)-isoindol-1,3-dione), NN.O (hydrazine.hydrate). Solvent: C(C)O (ethanol). Product: C1(=CC=CC=C1)CCCCCCCN (7-phenyl-heptylamine). RXN SMILES: [C:1]1([CH2:7][CH2:8][CH2:9][CH2:10][CH2:11][CH2:12][CH2:13][N:14]2C(=O)C3C(=CC=CC=3)C2=O)[CH:6]=[CH:5][CH:4]=[CH:3][CH:2]=1.NN.O>C(O)C>[C:1]1([CH2:7][CH2:8][CH2:9][CH2:10][CH2:11][CH2:12][CH2:13][NH2:14])[CH:6]=[CH:5][CH:4]=[CH:3][CH:2]=1 |f:1.2|. Procedure details: Batch size: 11.0 g (34.2 mmol) 2-(7-phenyl-heptyl)-isoindol-1,3-dione and 3.4 g (68.4 mmol) hydrazine.hydrate in 100 ml ethanol. The reactants are O=C([O-])[O-], CN(C)C=O, CCOCC, CI, [K+], [K+], Oc1cnc2ccccc2c1. The product is COc1cnc2ccccc2c1. RXN SMILES: [C:1](=[O:2])([O-:3])[O-:4].[CH3:20][N:21]([CH3:22])[CH:23]=[O:24].[CH3:25][CH2:26][O:27][CH2:28][CH3:29].[CH3:7][I:8].[K+:5].[K+:6].[OH:9][c:10]1[cH:11][n:12][c:13]2[cH:14][cH:15][cH:16][cH:17][c:18]2[cH:19]1>>[CH3:1][O:9][c:10]1[cH:11][n:12][c:13]2[cH:14][cH:15][cH:16][cH:17][c:18]2[cH:19]1. Reactants: ClC1=C(C=CC(=C1)Cl)C1(CC1)C(=O)N (1-(2,4-Dichloro-phenyl)-cyclopropanecarboxylic acid amide), BrC(C(=O)C1=C(C=C(C(=C1)C)OC)Cl)C (2-Bromo-1-(2-chloro-4-methoxy-5-methly-phenyl)-propan-1-one). The solvent is CN(C)C=O (DMF). Reaction conditions: temperature 80 celsius. Yields the product ClC1=C(C=C(C(=C1)OC)C)C=1N=C(OC1C)C1(CC1)C1=C(C=C(C=C1)Cl)Cl (4-(2-Chloro-4-methoxy-5-methyl-phenyl)-2-[1-(2,4-dichloro-phenyl) cyclopropyl]-5-methyl-oxazole). RXN SMILES: [Cl:1][C:2]1[CH:7]=[C:6]([Cl:8])[CH:5]=[CH:4][C:3]=1[C:9]1([C:12]([NH2:14])=[O:13])[CH2:11][CH2:10]1.Br[CH:16]([CH3:29])[C:17]([C:19]1[CH:24]=[C:23]([CH3:25])[C:22]([O:26][CH3:27])=[CH:21][C:20]=1[Cl:28])=O>CN(C=O)C>[Cl:28][C:20]1[CH:21]=[C:22]([O:26][CH3:27])[C:23]([CH3:25])=[CH:24][C:19]=1[C:17]1[N:14]=[C:12]([C:9]2([C:3]3[CH:4]=[CH:5][C:6]([Cl:8])=[CH:7][C:2]=3[Cl:1])[CH2:11][CH2:10]2)[O:13][C:16]=1[CH3:29]. Reported procedure: 1-(2,4-Dichloro-phenyl)-cyclopropanecarboxylic acid amide (46 mg, 0.2 mmol) and 2-Bromo-1-(2-chloro-4-methoxy-5-methly-phenyl)-propan-1-one (58 mg, 0.2 mmol) were combined in DMF (1 mL) at 0.2 M and the mixture heated to 80° C. overnight. The reaction was then cooled to room temperature. The desired product was purified by reversed phase HPLC/MS using an acetonitrile/water gradient and C18 stationary phase. Yield: 1 mg (2%) [MH]+ 424.2, 422.2, 426.0 (small). Starting materials: C(CCC)/N=C/C1=C(C=CC=C1CC)Cl (butyl-[1-(2-chloro-6-ethyl-phenyl)-meth-(E)-ylidene]-amine), C1(CC1)[Mg]Br (cyclopropylmagnesium bromide), O1CCCC1 (tetrahydrofuran). Reagents/catalysts: [Cl-].[Mn+2].[Cl-] (manganese(II) chloride). Run in CCOCC (ether). Yields the product C1(CC1)C1=C(C=O)C(=CC=C1)CC (2-Cyclopropyl-6-ethyl-benzaldehyde). RXN SMILES: C(/N=[CH:6]/[C:7]1[C:12]([CH2:13][CH3:14])=[CH:11][CH:10]=[CH:9][C:8]=1Cl)CCC.[CH:16]1([Mg]Br)[CH2:18][CH2:17]1.[O:21]1CCCC1>CCOCC.[Cl-].[Mn+2].[Cl-]>[CH:16]1([C:8]2[CH:9]=[CH:10][CH:11]=[C:12]([CH2:13][CH3:14])[C:7]=2[CH:6]=[O:21])[CH2:18][CH2:17]1 |f:4.5.6|. Procedure: Prepared in analogy to Example 57(c) from butyl-[1-(2-chloro-6-ethyl-phenyl)-meth-(E)-ylidene]-amine, cyclopropylmagnesium bromide and manganese(II) chloride in tetrahydrofuran and ether followed by chromatography on silical gel. Yellow oil. 1H-NMR (CDCl3): 0.74 (2H, m, CH2), 1.02 (2H, m, CH2), 1.25 (3H, t, CH3), 2.40 (1H, m, CH), 2.98 (2H, q, CH2), 7.04 (1H, d, ArH), 7.12 (1H, d, ArH), 7.36 (1H, dd, ArH), 10.9 (1H, s, CHO). Starting materials: ClC=1C=C(C(=O)OO)C=CC1 (3-Chloroperoxybenzoic acid), C1(=CC2=C1C=CC=C2)C=O (benzocyclobutene aldehyde), [F-].[K+] (Potassium floride). Solvent: C(Cl)Cl (methylene chloride). Run at temperature 0 celsius, time 30 minute. Product: OC1CC=2C1=CC=CC2 (hydroxy benzocyclobutene). Reaction SMILES: Cl[C:2]1[CH:3]=[C:4]([CH:9]=[CH:10][CH:11]=1)[C:5]([O:7]O)=O.[C:12]1(C=O)C2C=CC=CC=2C=1.[F-].[K+]>C(Cl)Cl>[OH:7][CH:5]1[C:4]2=[CH:9][CH:10]=[CH:11][CH:2]=[C:3]2[CH2:12]1 |f:2.3|. Procedure: 3-Chloroperoxybenzoic acid (0.66 g) was added to a solution of benzocyclobutene aldehyde (0.2 g) in methylene chloride (10 mL) at 0° C. The mixture was stirred for 30 minutes at 0° C. and then warmed to room temperature. Stirring was continued for 12 hours at room temperature. Potassium floride (0.3 g) was added and stirring continued for an additional two hours. The reaction mixture was filtered, washed with sodium bisulfite solution and the solvent was removed by flash column chromatography. L... The reactants are BrCCCC1=C(NC2=CC=CC=C12)C (3-(3-bromopropyl)-2-methylindole), FC1=CC=C(C(=O)C2CCNCC2)C=C1 (4-(4-fluorobenzoyl)piperidine), C(=O)([O-])[O-].[K+].[K+] (K2CO3), CN(C=O)C (dimethylformamide). The solvent is CCOCC (ether), O (H2O). Reaction conditions: temperature 50 celsius. Yields the product FC1=CC=C(C(=O)C2CCN(CC2)CCCC2=C(NC3=CC=CC=C23)C)C=C1 (3-{3-[4-(4-fluorobenzoyl)piperidyl]propyl} 2-methylindole). As a reaction SMILES: Br[CH2:2][CH2:3][CH2:4][C:5]1[C:13]2[C:8](=[CH:9][CH:10]=[CH:11][CH:12]=2)[NH:7][C:6]=1[CH3:14].[F:15][C:16]1[CH:29]=[CH:28][C:19]([C:20]([CH:22]2[CH2:27][CH2:26][NH:25][CH2:24][CH2:23]2)=[O:21])=[CH:18][CH:17]=1.C([O-])([O-])=O.[K+].[K+].CN(C)C=O>CCOCC.O>[F:15][C:16]1[CH:17]=[CH:18][C:19]([C:20]([CH:22]2[CH2:27][CH2:26][N:25]([CH2:2][CH2:3][CH2:4][C:5]3[C:13]4[C:8](=[CH:9][CH:10]=[CH:11][CH:12]=4)[NH:7][C:6]=3[CH3:14])[CH2:24][CH2:23]2)=[O:21])=[CH:28][CH:29]=1 |f:2.3.4|. Reported procedure: A mixture of 3-(3-bromopropyl)-2-methylindole (13.8 g), 4-(4-fluorobenzoyl)piperidine (6.0 g), K2CO3 (4.0 g) and dimethylformamide (DMF) (100 ml) is stirred and heated at 50° C. under N2 for 16 hours. The mixture is poured into H2O, and the aqueous mixture extracted with benzene, the benzene extract is washed with H2O, dried (Na2SO4), and the solvent evaporated to leave an oil. The oil is taken up in ether and HCl (g) is bubbled into it to precipitate 10.6 g of a hydrochloride salt. The salt is ... The reactants are C(C)(=O)Cl (Acetyl chloride), Cl (hydrogen chloride), NCCCCC(=O)O (5-aminopentanoic acid). The solvent is CO (methanol), CO (methanol). Yields the product Cl.NCCCCC(=O)OC (methyl 5-aminopentanoate hydrochloride). As a reaction SMILES: [C:1]([Cl:4])(=O)C.Cl.[NH2:6][CH2:7][CH2:8][CH2:9][CH2:10][C:11]([OH:13])=[O:12]>CO>[ClH:4].[NH2:6][CH2:7][CH2:8][CH2:9][CH2:10][C:11]([O:13][CH3:1])=[O:12] |f:4.5|. Reported procedure: Acetyl chloride (5 mL) was added into methanol (150 mL) to prepare hydrogen chloride in methanol solution, and 5-aminopentanoic acid (1 g) was added. The mixture was kept at the room temperature overnight, and evaporated to isolate methyl 5-aminopentanoate hydrochloride. A mixture of the methyl 5-aminopentanoate hydrochloride (251 mg), cinnamoic acid (74 mg), HBTU (168 mg), diisopropylethylamine (0.87 mL), and dimehylformamide (2 mL) was kept at the room temperature for 1 hour. The reaction mixt... Procedure details: To a stirred mixture of 3 parts of 2,6-dichloro-α-(4-chlorophenyl)-4-(3,4,5,6-tetrahydro-4-methyl-3,5-dioxo-1,2,4-triazin-2(1H)-yl)benzeneacetonitrile and 20 parts of pyridine were added dropwise 1.7 parts of benzoyl chloride during a period of 5 minutes at room temperature and under nitrogen atmosphere. Upon complete addition, stirring was continued overnight at room temperature. The reaction mixture was evaporated in vacuo and the residue was stirred in water. The product was extracted with tr... Run in N1=CC=CC=C1 (pyridine). Yield: 20.2%. Reaction conditions: time 8 hour. The reactants are ClC1=C(C(=CC(=C1)N1NCC(N(C1=O)C)=O)Cl)C(C#N)C1=CC=C(C=C1)Cl (2,6-dichloro-α-(4-chlorophenyl)-4-(3,4,5,6-tetrahydro-4-methyl-3,5-dioxo-1,2,4-triazin-2(1H)-yl)benzeneacetonitrile), C(C1=CC=CC=C1)(=O)Cl (benzoyl chloride). As a reaction SMILES: [Cl:1][C:2]1[CH:7]=[C:6]([N:8]2[C:13](=[O:14])[N:12]([CH3:15])[C:11](=[O:16])[CH2:10][NH:9]2)[CH:5]=[C:4]([Cl:17])[C:3]=1[CH:18]([C:21]1[CH:26]=[CH:25][C:24]([Cl:27])=[CH:23][CH:22]=1)[C:19]#[N:20].[C:28](Cl)(=[O:35])[C:29]1[CH:34]=[CH:33][CH:32]=[CH:31][CH:30]=1>N1C=CC=CC=1>[C:28]([N:9]1[CH2:10][C:11](=[O:16])[N:12]([CH3:15])[C:13](=[O:14])[N:8]1[C:6]1[CH:5]=[C:4]([Cl:17])[C:3]([CH:18]([C:21]2[CH:22]=[CH:23][C:24]([Cl:27])=[CH:25][CH:26]=2)[C:19]#[N:20])=[C:2]([Cl:1])[CH:7]=1)(=[O:35])[C:29]1[CH:34]=[CH:33][CH:32]=[CH:31][CH:30]=1. Product: C(C1=CC=CC=C1)(=O)N1N(C(N(C(C1)=O)C)=O)C1=CC(=C(C(=C1)Cl)C(C#N)C1=CC=C(C=C1)Cl)Cl (1-benzoyl-2-[3,5-dichloro-4-[(4-chlorophenyl)cyanomethyl]phenyl]-1,6-dihydro-4-methyl-1,2,4-triazine-3,5(2H,4H)-dione).